This data is from the Open Reaction Database (ORD), a public repository of structured organic reaction records. The task is: describe an organic reaction: reactants, conditions, products, and yield Reactants: Cl (HCl), CC1(CC(NC=2N1N=CC2C(=O)OCC)C2=CC=CC=C2)C (Ethyl 7,7-dimethyl-5-phenyl-4,5,6,7-tetrahydropyrazolo[1,5-a]pyrimidine-3-carboxylate), [OH-].[K+] (KOH), O (H2O). The solvent is CCO (EtOH). Run at temperature 90 celsius, time 12 hour. Yields the product CC1(CC(NC=2N1N=CC2C(=O)O)C2=CC=CC=C2)C ((−)-7,7-Dimethyl-5-phenyl-4,5,6,7-tetrahydropyrazolo[1,5-a]pyrimidine-3-carboxylic acid). Yield: 83.1%. As a reaction SMILES: [CH3:1][C:2]1([CH3:22])[N:7]2[N:8]=[CH:9][C:10]([C:11]([O:13]CC)=[O:12])=[C:6]2[NH:5][CH:4]([C:16]2[CH:21]=[CH:20][CH:19]=[CH:18][CH:17]=2)[CH2:3]1.[OH-].[K+].O.Cl>CCO>[CH3:1][C:2]1([CH3:22])[N:7]2[N:8]=[CH:9][C:10]([C:11]([OH:13])=[O:12])=[C:6]2[NH:5][CH:4]([C:16]2[CH:21]=[CH:20][CH:19]=[CH:18][CH:17]=2)[CH2:3]1 |f:1.2|. Procedure: A mixture of 1 (0.73 g) obtained in Example 1009, KOH (0.41 g), H2O (20 ml) and EtOH (20 mL) was stirred at 90° C. for 12 h, acidified with 1N HCl, and extracted with AcOEt. The extract was washed with brine, dried over MgSO4, and concentrated in vacuo to give 0.55 g (83% yield) of the title compound as colorless prisms ([α]D20° C.=−85.33, in CHCl3, C=0.46). mp 205-206° C., 1H NMR (CDCl3, 300 MHz): 1.59 (3H, s), 1.66 (3H, s), 2.05-2.15 (2H, m), 4.64 (1H, dd, J=9.6, 5.4 Hz), 6.04 (1H, s), 7.30-7.... The reactants are Cl.N[C@@H]1[C@H](CCC1)NC(C1=C(C=CC(=C1)C)N1N=CC=N1)=O (N-[(1S,2S)-2-aminocyclopentyl]-5-methyl-2-(2H-1,2,3-triazol-2-yl)benzamide hydrochloride), Cl.N[C@@H]1[C@H](CCC1)NC(C1=C(C=CC(=C1)C)N1N=CC=N1)=O (N-[(1S,2S)-2-aminocyclopentyl]-5-methyl-2-(2H-1,2,3-triazol-2-yl)benzamide hydrochloride), CN1CCCC1=O (NMP), CCN(C(C)C)C(C)C (DIPEA), BrC1=NC=C(C=N1)C(F)(F)F (2-bromo-5-(trifluoromethyl)pyrimidine). Solvent: O (water). Yields the product CC=1C=CC(=C(C(=O)N[C@@H]2[C@H](CCC2)NC2=NC=C(C=N2)C(F)(F)F)C1)N1N=CC=N1 (5-Methyl-2-(2H-1,2,3-triazol-2-yl)-N-[(1S,2S)-2-{[5-(trifluoromethyl)pyrimidin-2-yl]amino}cyclopentyl]benzamide). Reaction SMILES: Cl.[NH2:2][C@H:3]1[CH2:7][CH2:6][CH2:5][C@@H:4]1[NH:8][C:9](=[O:22])[C:10]1[CH:15]=[C:14]([CH3:16])[CH:13]=[CH:12][C:11]=1[N:17]1[N:21]=[CH:20][CH:19]=[N:18]1.CN1C(=O)CCC1.CCN(C(C)C)C(C)C.Br[C:40]1[N:45]=[CH:44][C:43]([C:46]([F:49])([F:48])[F:47])=[CH:42][N:41]=1>O>[CH3:16][C:14]1[CH:13]=[CH:12][C:11]([N:17]2[N:18]=[CH:19][CH:20]=[N:21]2)=[C:10]([CH:15]=1)[C:9]([NH:8][C@H:4]1[CH2:5][CH2:6][CH2:7][C@@H:3]1[NH:2][C:40]1[N:45]=[CH:44][C:43]([C:46]([F:49])([F:48])[F:47])=[CH:42][N:41]=1)=[O:22] |f:0.1|. Procedure: To a mixture of N-[(1S,2S)-2-aminocyclopentyl]-5-methyl-2-(2H-1,2,3-triazol-2-yl)benzamide hydrochloride (Intermediate 7; 100 mg, 0.31 mmol) and NMP (1 ml) was added DIPEA (0.200 mg, 1.56 mmol) and 2-bromo-5-(trifluoromethyl)pyrimidine (70 mg, 0.31 mmol). The mixture was subjected to microwave irradiation at 150° C. for 1 hour. Upon cooling, the reaction mass was poured into water (5 ml) and extracted with ethyl acetate (2×10 ml). The combined organics were dried over sodium sulfate and concentr... The reactants are ice water, C1OC=2C=C(C=CC2O1)CC(=O)O ((3,4-methylenedioxyphenyl)acetic acid), C([O-])([O-])=O.[Cs+].[Cs+] (cesium carbonate), CI (methyl iodide). The solvent is CN(C)C=O (DMF), CN(C)C=O (DMF). Run at time 3 hour. Yields the product C1OC=2C=C(C=CC2O1)CC(=O)OC (methyl (3,4-methylenedioxyphenyl)acetate). The yield is 87.6%. Reaction SMILES: [CH2:1]1[O:9][C:8]2[CH:7]=[CH:6][C:5]([CH2:10][C:11]([OH:13])=[O:12])=[CH:4][C:3]=2[O:2]1.[C:14](=O)([O-])[O-].[Cs+].[Cs+].CI>CN(C=O)C>[CH2:1]1[O:9][C:8]2[CH:7]=[CH:6][C:5]([CH2:10][C:11]([O:13][CH3:14])=[O:12])=[CH:4][C:3]=2[O:2]1 |f:1.2.3|. Reported procedure: A mixture of (3,4-methylenedioxyphenyl)acetic acid (4.64 g, 25.74 mmol) in dry DMF (40 mL), cesium carbonate (9.2 g, 25.74 mmol) and methyl iodide (3.7 g, 26.0 mmol) in dry DMF (40 mL) was stirred at room temperature for 3h. At the end of this period, the reaction mixture was poured into ice water and extracted with ethyl acetate. The organic phase was washed with saturated NaHCO3, water, brine and then dried (MgSO4) and filtered. The filtrate was concentrated in vacuo to provide pure methyl (3,...